This data is from the Open Reaction Database (ORD), a public repository of structured organic reaction records. The task is: describe an organic reaction: reactants, conditions, products, and yield Starting materials: C(C)(=O)OC(C)=O (Acetic anhydride), C1(=CC=CC=C1)C1(CCC2(OCCO2)CC1)CNCC1=CC(=CC(=C1)C(F)(F)F)C(F)(F)F (N-[(8-Phenyl-1,4-dioxaspiro[4.5]decan-8-yl)methyl]-3,5-bis(trifluoromethyl) benzenemethanamine). The solvent is N1=CC=CC=C1 (pyridine). Conditions: time 1 hour. The product is C1(=CC=CC=C1)C1(CCC2(OCCO2)CC1)CN(C(C)=O)CC1=CC(=CC(=C1)C(F)(F)F)C(F)(F)F (N-[(8-Phenyl-1,4-dioxaspiro[4.5]decan-8-yl)methyl]-N-{[3,5-bis(trifluoromethyl)phenyl]methyl}acetamide). The yield is 100.0%. Reaction SMILES: [C:1](OC(=O)C)(=[O:3])[CH3:2].[C:8]1([C:14]2([CH2:24][NH:25][CH2:26][C:27]3[CH:32]=[C:31]([C:33]([F:36])([F:35])[F:34])[CH:30]=[C:29]([C:37]([F:40])([F:39])[F:38])[CH:28]=3)[CH2:23][CH2:22][C:17]3([O:21][CH2:20][CH2:19][O:18]3)[CH2:16][CH2:15]2)[CH:13]=[CH:12][CH:11]=[CH:10][CH:9]=1>N1C=CC=CC=1>[C:8]1([C:14]2([CH2:24][N:25]([CH2:26][C:27]3[CH:32]=[C:31]([C:33]([F:34])([F:35])[F:36])[CH:30]=[C:29]([C:37]([F:39])([F:40])[F:38])[CH:28]=3)[C:1](=[O:3])[CH3:2])[CH2:23][CH2:22][C:17]3([O:21][CH2:20][CH2:19][O:18]3)[CH2:16][CH2:15]2)[CH:9]=[CH:10][CH:11]=[CH:12][CH:13]=1. Procedure: Acetic anhydride (2 mL) was added to a solution of N-[(8-phenyl-1,4-dioxaspiro[4.5]decan-8-yl)methyl]-3,5-bis(trifluoromethyl)benzenemethanamine (Example 19, 291 mg, 0.61 mmol) in pyridine (5 mL) and the mixture was stirred at room temperature for 1 hour. The solvent was evaporated under reduced pressure and the residue was dissolved in ethyl acetate (25 mL). The mixture was washed with aqueous copper sulphate (5%, 2×25 mL) and brine (25 mL), dried (MgSO4) and the solvent was evaporated under re... The reactants are CN(CCNC1=NC2=C(N1)C=CC=C2[N+](=O)[O-])C (2-[2-(dimethylamino)ethylamino]-4-nitro-1H-benzimidazole), C(C)(=O)O (acetic acid). The reagents and catalysts are [Fe] (iron). Solvent: C(C)O (ethanol). Yields the product NC1=CC=CC=2NC(=NC21)NCCN(C)C (4-amino-2-[2-(dimethylamino)-ethylamino]-1H-benzimidazole). The yield is 86.6%. RXN SMILES: [CH3:1][N:2]([CH3:18])[CH2:3][CH2:4][NH:5][C:6]1[NH:10][C:9]2[CH:11]=[CH:12][CH:13]=[C:14]([N+:15]([O-])=O)[C:8]=2[N:7]=1.C(O)(=O)C>C(O)C.[Fe]>[NH2:15][C:14]1[C:8]2[N:7]=[C:6]([NH:5][CH2:4][CH2:3][N:2]([CH3:18])[CH3:1])[NH:10][C:9]=2[CH:11]=[CH:12][CH:13]=1. Procedure: To a solution of 2-[2-(dimethylamino)ethylamino]-4-nitro-1H-benzimidazole (105 mg) in ethanol (4 ml) were added iron (reduced, 118 mg) and acetic acid (0.24 ml) at room temperature and the mixture was refluxed for 6 hours. The precipitate was filtered off and the filtrate was evaporated in vacuo. The residue was dissolved in a mixture of chloroform and methanol (5-1) and the organic layer was washed with saturated aqueous sodium hydrogencarbonate solution, and dried over magnesium sulfate. The s... The reactants are CC(=O)[O-], CC(=O)[O-], ClCCl, CCOC(=O)C=[N+]=[N-], CN1C(=O)CCC2(C)C3CCC4(C)C(O)CCC4C3CCC12, [Rh+2]. The product is CCOC(=O)COC1CCC2C3CCC4N(C)C(=O)CCC4(C)C3CCC12C. As a reaction SMILES: [C:34]([O-:35])(=[O:36])[CH3:37].[C:38]([O-:39])(=[O:40])[CH3:41].[CH2:31]([Cl:32])[Cl:33].[N+:23](=[N-:24])=[CH:25][C:26](=[O:27])[O:28][CH2:29][CH3:30].[OH:1][CH:2]1[C:3]2([CH3:4])[CH:5]([CH2:6][CH2:7]1)[CH:8]1[CH2:9][CH2:10][CH:11]3[N:12]([CH3:22])[C:13](=[O:21])[CH2:14][CH2:15][C:16]3([CH3:17])[CH:18]1[CH2:19][CH2:20]2.[Rh+2:42]>>[O:1]([CH:2]1[C:3]2([CH3:4])[CH:5]([CH2:6][CH2:7]1)[CH:8]1[CH2:9][CH2:10][CH:11]3[N:12]([CH3:22])[C:13](=[O:21])[CH2:14][CH2:15][C:16]3([CH3:17])[CH:18]1[CH2:19][CH2:20]2)[CH2:25][C:26](=[O:27])[O:28][CH2:29][CH3:30]. Reactants: C(C)[Al](CC)CC (triethylaluminum), C(C(F)(F)F)O (trifluoroethanol), C1(=CC=CC=C1)C (toluene). Conditions: temperature -25 celsius. Yields the product FC(C[O-])(F)F.[Al+3].FC(C[O-])(F)F.FC(C[O-])(F)F (Aluminum trifluoroethoxide), [Al](CC)(CC)CC (Et3Al), C(C(F)(F)F)O (trifluoroethanol), white solid. RXN SMILES: [CH2:1]([Al:3]([CH2:6][CH3:7])[CH2:4][CH3:5])[CH3:2].[CH2:8]([OH:13])[C:9]([F:12])([F:11])[F:10].C1(C)C=CC=CC=1>>[F:10][C:9]([F:12])([F:11])[CH2:8][O-:13].[Al+3:3].[F:10][C:9]([F:12])([F:11])[CH2:8][O-:13].[F:10][C:9]([F:12])([F:11])[CH2:8][O-:13].[Al:3]([CH2:6][CH3:7])([CH2:4][CH3:5])[CH2:1][CH3:2].[CH2:8]([OH:13])[C:9]([F:12])([F:11])[F:10] |f:3.4.5.6|. Reported procedure: Aluminum trifluoroethoxide was prepared by treatment of a toluene solution of triethylaluminum (0.38M) with these equivalents of trifluoroethanol at -25° C. After gas evolution was complete, the reaction mixture was allowed to stand at room temperature. When precipitation of product appeared to be well-advanced (1-2 hr), the reaction mixture was cooled at -25° C. for 18 hr before collecting the solid product. From 1.76 mmol of Et3Al and 0.528 g trifluoroethanol was obtained 435 mg of white solid...